Dataset: the Open Reaction Database (ORD), a public repository of structured organic reaction records. Task: describe an organic reaction: reactants, conditions, products, and yield Reactants: CCOC(=O)c1ncc2[nH]c3ccccc3c2c1C, CC(=O)O, [O-][I+2]([O-])O, I, O, O=S(=O)(O)O. Yields the product CCOC(=O)c1ncc2[nH]c3ccc(I)cc3c2c1C. As a reaction SMILES: [CH2:1]([CH3:2])[O:3][C:4](=[O:5])[c:6]1[n:7][cH:8][c:9]2[nH:10][c:11]3[cH:12][cH:13][cH:14][cH:15][c:16]3[c:17]2[c:18]1[CH3:19].[CH3:30][C:31](=[O:32])[OH:33].[I+2:25]([OH:26])([O-:27])[O-:28].[I:29].[OH2:34].[S:20](=[O:21])(=[O:22])([OH:23])[OH:24]>>[CH2:1]([CH3:2])[O:3][C:4](=[O:5])[c:6]1[n:7][cH:8][c:9]2[nH:10][c:11]3[cH:12][cH:13][c:14]([I:25])[cH:15][c:16]3[c:17]2[c:18]1[CH3:19]. Reactants: CCOC(=O)C(C)(C)Br, CCN(C(C)C)C(C)C, FC(F)(F)c1nnc(S)n1-c1ccc(C2CC2)c2ccccc12, CN(C)C=O. Product: CCOC(=O)C(C)(C)Sc1nnc(C(F)(F)F)n1-c1ccc(C2CC2)c2ccccc12. RXN SMILES: [Br:1][C:2]([C:3](=[O:4])[O:5][CH2:6][CH3:7])([CH3:8])[CH3:9].[CH:10]([N:11]([CH:12]([CH3:13])[CH3:14])[CH2:15][CH3:16])([CH3:17])[CH3:18].[CH:19]1([c:22]2[cH:23][cH:24][c:25](-[n:32]3[c:33]([SH:41])[n:34][n:35][c:36]3[C:37]([F:38])([F:39])[F:40])[c:26]3[cH:27][cH:28][cH:29][cH:30][c:31]23)[CH2:20][CH2:21]1.[O:42]=[CH:43][N:44]([CH3:45])[CH3:46]>>[C:2]([C:3](=[O:4])[O:5][CH2:6][CH3:7])([CH3:8])([CH3:9])[S:41][c:33]1[n:32](-[c:25]2[cH:24][cH:23][c:22]([CH:19]3[CH2:20][CH2:21]3)[c:31]3[c:26]2[cH:27][cH:28][cH:29][cH:30]3)[c:36]([C:37]([F:38])([F:39])[F:40])[n:35][n:34]1. Solvent: C(C)(=O)OCC (ethyl acetate), O (water), O1CCCC1 (tetrahydrofuran). Conditions: time 3 hour. The product is CC1=C(C(=CC(=C1)[N+](=O)[O-])C)N1C(C(=CC=C1)CCO)=O (1-(2,6-Dimethyl-4-nitrophenyl)-3-(2-hydroxyethyl)pyridin-2(1H)-one). Reported procedure: With ice-cooling, a solution of 902 mg (7.40 mmol) of 9-borabicyclo[3.3.1]nonane in 14.8 ml tetrahydrofuran is added to 800 mg (2.96 mmol) of the compound from Example 52A. The mixture is stirred at room temperature for 3 h and then cooled to 0° C., and an aqueous solution of 591 mg (14.8 mmol) of sodium hydroxide is added over a period of 15 min. 2.60 ml of a 30% strength hydrogen peroxide solution are added such that the temperature does not exceed 30° C. After the addition has ended, the mixt... Reaction SMILES: C12BC(CCC1)CCC2.[CH3:10][C:11]1[CH:16]=[C:15]([N+:17]([O-:19])=[O:18])[CH:14]=[C:13]([CH3:20])[C:12]=1[N:21]1[CH:26]=[CH:25][CH:24]=[C:23]([CH:27]=[CH2:28])[C:22]1=[O:29].[OH-].[Na+].OO.S(=O)(O)[O-:35].[Na+]>O1CCCC1.O.C(OCC)(=O)C>[CH3:10][C:11]1[CH:16]=[C:15]([N+:17]([O-:19])=[O:18])[CH:14]=[C:13]([CH3:20])[C:12]=1[N:21]1[CH:26]=[CH:25][CH:24]=[C:23]([CH2:27][CH2:28][OH:35])[C:22]1=[O:29] |f:2.3,5.6|. Starting materials: OO (hydrogen peroxide), S([O-])(O)=O.[Na+] (sodium bisulphite), C12CCCC(CCC1)B2 (9-borabicyclo[3.3.1]nonane), CC1=C(C(=CC(=C1)[N+](=O)[O-])C)N1C(C(=CC=C1)C=C)=O (1-(2,6-Dimethyl-4-nitrophenyl)-3-vinylpyridin-2(1H)-one), [OH-].[Na+] (sodium hydroxide). The reactants are O (H2O), C(C)(C)(C)[Si](OCCN(CCC1=CNC2=CC=CC=C12)CC1=CC=C(C=C1)S(=O)(=O)N1C=C(C=C1)/C=C/C(=O)O)(C)C ((E)-3-{1-[4-({[2-(tert-Butyl-dimethyl-silanyloxy)-ethyl]-[2-(1H-indol-3-yl)-ethyl]-amino}-methyl)-benzenesulfonyl]-1H-pyrrol-3-yl}-acrylic acid), CCN=C=NCCCN(C)C.Cl (EDC.HCl), O1C(CCCC1)ON (O-(tetrahydro-2H-pyran-2-yl)-hydroxylamine), C=1C=CC2=C(C1)N=NN2O (HOBt). The solvent is CN(C)C=O (DMF), C(C)N(CC)CC (triethylamine). Reaction conditions: time 1.5 hour. Product: C(C)(C)(C)[Si](OCCN(CCC1=CNC2=CC=CC=C12)CC1=CC=C(C=C1)S(=O)(=O)N1C=C(C=C1)/C=C/C(=O)NOC1OCCCC1)(C)C ((E)-3-{1-[4-({[2-(tert-Butyl-dimethyl-silanyloxy)-ethyl]-[2-(1H-indol-3-yl)-ethyl]-amino}-methyl)-benzenesulfonyl]-1H-pyrrol-3-yl}-N-(tetrahydro-pyran-2-yloxy)-acrylamide). As a reaction SMILES: [C:1]([Si:5]([CH3:42])([CH3:41])[O:6][CH2:7][CH2:8][N:9]([CH2:21][C:22]1[CH:27]=[CH:26][C:25]([S:28]([N:31]2[CH:35]=[CH:34][C:33](/[CH:36]=[CH:37]/[C:38](O)=[O:39])=[CH:32]2)(=[O:30])=[O:29])=[CH:24][CH:23]=1)[CH2:10][CH2:11][C:12]1[C:20]2[C:15](=[CH:16][CH:17]=[CH:18][CH:19]=2)[NH:14][CH:13]=1)([CH3:4])([CH3:3])[CH3:2].C1C=CC2N(O)N=NC=2C=1.O.CCN=C=NCCCN(C)C.Cl.[O:66]1[CH2:71][CH2:70][CH2:69][CH2:68][CH:67]1[O:72][NH2:73]>CN(C=O)C.C(N(CC)CC)C>[C:1]([Si:5]([CH3:42])([CH3:41])[O:6][CH2:7][CH2:8][N:9]([CH2:21][C:22]1[CH:27]=[CH:26][C:25]([S:28]([N:31]2[CH:35]=[CH:34][C:33](/[CH:36]=[CH:37]/[C:38]([NH:73][O:72][CH:67]3[CH2:68][CH2:69][CH2:70][CH2:71][O:66]3)=[O:39])=[CH:32]2)(=[O:29])=[O:30])=[CH:24][CH:23]=1)[CH2:10][CH2:11][C:12]1[C:20]2[C:15](=[CH:16][CH:17]=[CH:18][CH:19]=2)[NH:14][CH:13]=1)([CH3:3])([CH3:2])[CH3:4] |f:3.4|. Reported procedure: (E)-3-{1-[4-({[2-(tert-Butyl-dimethyl-silanyloxy)-ethyl]-[2-(1H-indol-3-yl)-ethyl]-amino}-methyl)-benzenesulfonyl]-1H-pyrrol-3-yl}-acrylic acid (compound C15) (1.15 g, 1.16 mmol), HOBt.H2O (171 mg, 1.16 mmol) and triethylamine (2 ml) is dissolved in DMF (100 ml) at room temperature. After addition of EDC.HCl (786 mg, 3.48 mmol) the mixture is stirred for 1.5 hours. Then it is added O-(tetrahydro-2H-pyran-2-yl)-hydroxylamine (136 mg, 1.16 mmol) and stirred for 17 hours. After evaporation and addi...